Dataset: the Open Reaction Database (ORD), a public repository of structured organic reaction records. Task: describe an organic reaction: reactants, conditions, products, and yield The reactants are C(C)(C)(C)OC(NC1=NC(=C(C(=C1)C)CNC(=O)C=1OC(=NN1)CC1=CC=CC=C1)C)=O ((5-{[(5-Benzyl-[1,3,4]oxadiazole-2-carbonyl)-amino]-methyl}-4,6-dimethyl-pyridin-2-yl)-carbamic acid tert-butyl ester), C(=O)(C(F)(F)F)O (TFA). Run in C(Cl)Cl (DCM). Reaction conditions: time 2 hour. The product is NC1=CC(=C(C(=N1)C)CNC(=O)C=1OC(=NN1)CC1=CC=CC=C1)C (N-((6-amino-2,4-dimethylpyridin-3-yl)methyl)-5-benzyl-1,3,4-oxadiazole-2-carboxamide). As a reaction SMILES: C(OC(=O)[NH:7][C:8]1[CH:13]=[C:12]([CH3:14])[C:11]([CH2:15][NH:16][C:17]([C:19]2[O:20][C:21]([CH2:24][C:25]3[CH:30]=[CH:29][CH:28]=[CH:27][CH:26]=3)=[N:22][N:23]=2)=[O:18])=[C:10]([CH3:31])[N:9]=1)(C)(C)C.C(O)(C(F)(F)F)=O>C(Cl)Cl>[NH2:7][C:8]1[N:9]=[C:10]([CH3:31])[C:11]([CH2:15][NH:16][C:17]([C:19]2[O:20][C:21]([CH2:24][C:25]3[CH:30]=[CH:29][CH:28]=[CH:27][CH:26]=3)=[N:22][N:23]=2)=[O:18])=[C:12]([CH3:14])[CH:13]=1. Procedure details: A mixture of (5-{[(5-Benzyl-[1,3,4]oxadiazole-2-carbonyl)-amino]-methyl}-4,6-dimethyl-pyridin-2-yl)-carbamic acid tert-butyl ester (412 mg, 0.94 mmol), 4 mL TFA and 8 mL DCM was stirred of room temperature for 2 h. The mixture was evaporated in vacuo and the residue was purified by preparative HPLC (Macherey-Nagel Nucleosil 250×40 mm, 5 to 100% ACN and 0.1% TFA, flow 40ml/min). The product containing fractions were lyophilised, then dissolved in 1 mL MeOH and the resulting mixture was filtered o...